This data is from the Open Reaction Database (ORD), a public repository of structured organic reaction records. The task is: describe an organic reaction: reactants, conditions, products, and yield The reactants are O=C1C(=CN=C(N1)C1=C(C=CC=C1)OCCC)C(=O)OCC (Ethyl 1,6-dihydro-6-oxo-2-(2-propoxyphenyl)pyrimidine-5-carboxylate), precipitate, CNC (dimethylamine). Reaction conditions: time 8 hour. Product: CN(C(=O)C1=CN=C(NC1=O)C1=C(C=CC=C1)OCCC)C (N,N-Dimethyl 1,6-dihydro-6-oxo-2-(2-propoxyphenyl)-pyrimidine-5-carboxamide). As a reaction SMILES: [O:1]=[C:2]1[NH:7][C:6]([C:8]2[CH:13]=[CH:12][CH:11]=[CH:10][C:9]=2[O:14][CH2:15][CH2:16][CH3:17])=[N:5][CH:4]=[C:3]1[C:18]([O:20]CC)=O.[CH3:23][NH:24][CH3:25]>>[CH3:23][N:24]([CH3:25])[C:18]([C:3]1[C:2](=[O:1])[NH:7][C:6]([C:8]2[CH:13]=[CH:12][CH:11]=[CH:10][C:9]=2[O:14][CH2:15][CH2:16][CH3:17])=[N:5][CH:4]=1)=[O:20]. Reported procedure: Ethyl 1,6-dihydro-6-oxo-2-(2-propoxyphenyl)pyrimidine-5-carboxylate (1.5 g, U.S. Pat. No. 4,031,093) was treated with dimethylamine (33% in industrial methylated spirit, 50 ml) in a pressure vessel (414 kPa) at 120° C. for 15 hours. Solvent was removed under reduced pressure affording a yellow oily residue which was washed several times with ether. The volume of the combined ethereal washings was reduced by evaporation to afford on standing overnight a white precipitate (540 mg). This was recrys... The reactants are ClC1=C(C(=NC=C1C)C)C (4-chloro-2,3,5-trimethylpyridine), C[O-].[Na+] (sodium methoxide), CS(=O)C (dimethylsulfoxide). The solvent is O (water). Reaction conditions: time 8 hour. The product is COC1=C(C(=NC=C1C)C)C (4-methoxy-2,3,5-trimethylpyridine). As a reaction SMILES: Cl[C:2]1[C:7]([CH3:8])=[CH:6][N:5]=[C:4]([CH3:9])[C:3]=1[CH3:10].[CH3:11][O-:12].[Na+].CS(C)=O>O>[CH3:11][O:12][C:2]1[C:7]([CH3:8])=[CH:6][N:5]=[C:4]([CH3:9])[C:3]=1[CH3:10] |f:1.2|. Procedure: 60 g (0.39 mol) 4-chloro-2,3,5-trimethylpyridine and 21.7 g (0.40 mol) sodium methoxide and 180 ml dry dimethylsulfoxide was heated with stirring to 55°-60° C. for 8 hrs. The reaction mixture was diluted with 600 ml water and extracted with 3x100 ml toluene and the organic layer washed with 2x50 ml water. The organic phase was added to 200 ml water and pH adjusted to 4.1 with stirring. This process was repeated twice with 200 ml and 100 ml of water. The organic layer contained almost pure starti... The reactants are CC1(OB(OC1(C)C)C1=CC=C(C=C1)O)C (4-(4,4,5,5-tetramethyl-1,3,2-dioxaborolan-2-yl)phenol), [H-].[Na+] (NaH), ClCCN(C)C (2-chloro-N,N-dimethylethylamine). Solvent: CN(C)C=O (DMF). Reaction conditions: temperature 60 celsius, time 8 hour. The product is CN(CCOC1=CC=C(C=C1)B1OC(C(O1)(C)C)(C)C)C (N,N-dimethyl-2-(4-(4,4,5,5-tetramethyl-1,3,2-dioxaborolan-2-yl)phenoxy)ethanamine). Isolated yield 67.5%. RXN SMILES: [CH3:1][C:2]1([CH3:16])[C:6]([CH3:8])([CH3:7])[O:5][B:4]([C:9]2[CH:14]=[CH:13][C:12]([OH:15])=[CH:11][CH:10]=2)[O:3]1.[H-].[Na+].Cl[CH2:20][CH2:21][N:22]([CH3:24])[CH3:23]>CN(C=O)C>[CH3:23][N:22]([CH3:24])[CH2:21][CH2:20][O:15][C:12]1[CH:13]=[CH:14][C:9]([B:4]2[O:3][C:2]([CH3:16])([CH3:1])[C:6]([CH3:7])([CH3:8])[O:5]2)=[CH:10][CH:11]=1 |f:1.2|. Procedure: To a solution of 4-(4,4,5,5-tetramethyl-1,3,2-dioxaborolan-2-yl)phenol (258 mg, 0.509 mmol) in DMF (10 mL) was added 60% NaH (204 mg, 5.09 mmol) and 2-chloro-N,N-dimethylethylamine (220 mg, 1.527 mmol). The resulting solution was stirred at 60° C. overnight, cooled to the ambient temperature, quenched with aqueous NH4Cl, and extracted with EtOAc. The combined extracts were washed with brine, dried over anhydrous Na2SO4, filtered, and concentrated. The residue was purified by flash chromatography... Reactants: [Cr](=O)(=O)([O-])Cl.[NH+]1=CC=CC=C1 (pyridinium chlorochromate), CCOCC (ether), O1[C@@H]2CC(/C=C/[C@@H](CC(C([C@@H]21)=O)O)C(C)C)=C ((4S,5E,9R,10R)-9-epoxy-4-isopropyl-7-methylene-2-hydroxy-5-cyclodecen-1-one), 3A, crude product. Solvent: CCCCCC.C(C)(=O)OCC (n-hexane ethyl acetate), C(Cl)Cl (methylene chloride), C(Cl)Cl (methylene chloride). The product is O1[C@@H]2CC(/C=C/[C@@H](CC(C([C@@H]21)=O)=O)C(C)C)=C ((3S,4E,8R,9R)-8-epoxy-3-isopropyl-6-methylene-10-oxo-4-cyclodecen-1-one). Isolated yield 84.7%. Reaction SMILES: [Cr](Cl)([O-])(=O)=O.[NH+]1C=CC=CC=1.[O:12]1[C@@H:22]2[C@H:13]1[CH2:14][C:15](=[CH2:28])[CH:16]=[CH:17][C@H:18]([CH:25]([CH3:27])[CH3:26])[CH2:19][CH:20]([OH:24])[C:21]2=[O:23].CCOCC>C(Cl)Cl.CCCCCC.C(OCC)(=O)C>[O:12]1[C@@H:22]2[C@H:13]1[CH2:14][C:15](=[CH2:28])[CH:16]=[CH:17][C@H:18]([CH:25]([CH3:26])[CH3:27])[CH2:19][C:20](=[O:24])[C:21]2=[O:23] |f:0.1,5.6|. Procedure details: 100 mg of pyridinium chlorochromate and 200 mg of Molecular Sieves 3A were suspended in 6 ml of dry methylene chloride. While the suspension was cooled with ice and stirred, a solution of 50 mg of the product obtained in step 5, in a small amount of methylene chloride, was added. The temperature was elevated to room temperature, and the reaction mixture was allowed to react for 6 hours under vigorous agitation. After 10 ml of ether were added to the reaction mixture, the mixture was filtered usi...